This data is from the Open Reaction Database (ORD), a public repository of structured organic reaction records. The task is: describe an organic reaction: reactants, conditions, products, and yield The reactants are ClC=1C(=C(C=C2C(=CC(OC12)(C)C)C(C)C)/C(=C(\C=C\C(=C\C(=O)OCC)\C)/F)/CC)OC (ethyl 7-(8-chloro-4-isopropyl-7-methoxy-2,2-dimethyl-2H-chromen-6-yl)-6-fluoro-3-methyl-nona-2E,4E,6E-trienoate), ClC=1C(=C(C=C2C(=CC(OC12)(C)C)C(C)C)/C(=C(\C=C\C(=C\C(=O)OCC)\C)/F)/CC)OC (ethyl 7-(8-chloro-4-isopropyl-7-methoxy-2,2-dimethyl-2H-chromen-6-yl)-6-fluoro-3-methyl-nona-2E,4E,6E-trienoate), [OH-].[Na+] (NaOH). The solvent is C(C)O (ethanol), C1CCOC1 (THF). Product: ClC=1C(=C(C=C2C(=CC(OC12)(C)C)C(C)C)/C(=C(\C=C\C(=C\C(=O)O)\C)/F)/CC)OC (7-(8-Chloro-4-isopropyl-7-methoxy-2,2-dimethyl-2H-chromen-6-yl)-6-fluoro-3-methyl-nona-2E,4E,6E-trienoic acid). Reaction SMILES: [Cl:1][C:2]1[C:3]([O:32][CH3:33])=[C:4](/[C:17](/[CH2:30][CH3:31])=[C:18](/[F:29])\[CH:19]=[CH:20]\[C:21](\[CH3:28])=[CH:22]\[C:23]([O:25]CC)=[O:24])[CH:5]=[C:6]2[C:11]=1[O:10][C:9]([CH3:13])([CH3:12])[CH:8]=[C:7]2[CH:14]([CH3:16])[CH3:15].[OH-].[Na+]>C(O)C.C1COCC1>[Cl:1][C:2]1[C:3]([O:32][CH3:33])=[C:4](/[C:17](/[CH2:30][CH3:31])=[C:18](/[F:29])\[CH:19]=[CH:20]\[C:21](\[CH3:28])=[CH:22]\[C:23]([OH:25])=[O:24])[CH:5]=[C:6]2[C:11]=1[O:10][C:9]([CH3:13])([CH3:12])[CH:8]=[C:7]2[CH:14]([CH3:16])[CH3:15] |f:1.2|. Procedure: Following General Procedure G, a solution of ethyl 7-(8-chloro-4-isopropyl-7-methoxy-2,2-dimethyl-2H-chromen-6-yl)-6-fluoro-3-methyl-nona-2E,4E,6E-trienoate (Compound 165, 179 mg, 0.38 mmol) in ethanol and THF was hydrolyzed with 1M NaOH to give rise to the title compound as a white solid. The reactants are N1=C(C=CC=C1)C1=NC2=C(NC3=C1C=CC=C3)N=CC=C2 (6-(2-pyridinyl)11H-pyrido[2,3-b][1,4]benzodiazepine), [H-].[Na+] (sodium hydride), CN(CCCCl)C (3-dimethylaminopropyl chloride). Yields the product CN(CCCN1C2=C(N=C(C3=C1C=CC=C3)C3=NC=CC=C3)C=CC=N2)C (N,N-Dimethyl-6-(2-pyridinyl)-11H-pyrido[2,3-b][1,4]benzodiazepine-11-propanamine). RXN SMILES: [N:1]1[CH:6]=[CH:5][CH:4]=[CH:3][C:2]=1[C:7]1[C:13]2[CH:14]=[CH:15][CH:16]=[CH:17][C:12]=2[NH:11][C:10]2[N:18]=[CH:19][CH:20]=[CH:21][C:9]=2[N:8]=1.[H-].[Na+].[CH3:24][N:25]([CH3:30])[CH2:26][CH2:27][CH2:28]Cl>>[CH3:24][N:25]([CH3:30])[CH2:26][CH2:27][CH2:28][N:11]1[C:12]2[CH:17]=[CH:16][CH:15]=[CH:14][C:13]=2[C:7]([C:2]2[CH:3]=[CH:4][CH:5]=[CH:6][N:1]=2)=[N:8][C:9]2[CH:21]=[CH:20][CH:19]=[N:18][C:10]1=2 |f:1.2|. Procedure: Following the procedure of Example 23, 6-(2-pyridinyl)11H-pyrido[2,3-b][1,4]benzodiazepine is reacted with sodium hydride followed by reaction with 3-dimethylaminopropyl chloride to give the title compound. Reactants: C(C)(C)(C)OC(=O)N[C@@H](CC(C)C)C(=O)O (N-(tert-butoxycarbonyl)-L-leucine), C(C1=CC=CC=C1)N1C[C@H]2[C@@H](C1)[C@H](CC2)N ((3aS,4S,6aR)-2-benzyloctahydrocyclopenta[c]pyrrol-4-amine), C(C1=CC=CC=C1)N1C[C@@H]2[C@H](C1)[C@H](CC2)N ((3aR,4S,6aS)-2-benzyloctahydrocyclopenta[c]pyrrol-4-amine). Yields the product C(C1=CC=CC=C1)N1C[C@H]2[C@@H](C1)[C@H](CC2)NC([C@H](CCC)N(C(OC(C)(C)C)=O)C)=O (tert-butyl(S)-1-((3aS,4S,6aR)-2-benzyloctahydrocyclopenta[c]pyrrol-4-ylamino)-1-oxopentan-2-yl(methyl)carbamate). Reaction SMILES: [C:1]([O:5][C:6]([NH:8][C@H:9]([C:14]([OH:16])=O)[CH2:10][CH:11]([CH3:13])C)=[O:7])([CH3:4])([CH3:3])[CH3:2].[CH2:17]([N:24]1[CH2:28][C@H:27]2[C@@H:29]([NH2:32])[CH2:30][CH2:31][C@H:26]2[CH2:25]1)[C:18]1[CH:23]=[CH:22][CH:21]=[CH:20][CH:19]=1.[CH2:33](N1C[C@@H]2[C@@H](N)CC[C@@H]2C1)C1C=CC=CC=1>>[CH2:17]([N:24]1[CH2:28][C@H:27]2[C@@H:29]([NH:32][C:14](=[O:16])[C@@H:9]([N:8]([CH3:33])[C:6](=[O:7])[O:5][C:1]([CH3:2])([CH3:3])[CH3:4])[CH2:10][CH2:11][CH3:13])[CH2:30][CH2:31][C@H:26]2[CH2:25]1)[C:18]1[CH:19]=[CH:20][CH:21]=[CH:22][CH:23]=1. Reported procedure: The title compound was prepared by substituting N-(tert-butoxycarbonyl)-N-methyl-L-norvaline for N-(tert-butoxycarbonyl)-L-leucine and (3aS,4S,6aR)-2-benzyloctahydrocyclopenta[c]pyrrol-4-amine from Step C of Example 14 for (3aR,4S,6aS)-2-benzyloctahydrocyclopenta[c]pyrrol-4-amine in the procedure described in Example 221: 1H NMR (501 MHz, pyridine-d5, temperature 90° C.) δ ppm 7.44-7.45 (bs, 2H), 7.35-7.40 (m, 2H), 7.30-7.37 (m, 1H), 7.25-7.29 (m, 1H), 4.70-4.75 (bs, 1H), 4.37-4.43 (m, 1H), 3.56... Starting materials: CC(=O)Nc1ncc(Sc2ccc(N)cc2)s1, CS(=O)(=O)Cl, c1ccncc1. Product: CC(=O)Nc1ncc(Sc2ccc(NS(C)(=O)=O)cc2)s1. RXN SMILES: [C:1]([CH3:2])(=[O:3])[NH:4][c:5]1[s:6][c:7]([S:10][c:11]2[cH:12][cH:13][c:14]([NH2:17])[cH:15][cH:16]2)[cH:8][n:9]1.[CH3:18][S:19]([Cl:20])(=[O:21])=[O:22].[cH:23]1[cH:24][cH:25][n:26][cH:27][cH:28]1>>[C:1]([CH3:2])(=[O:3])[NH:4][c:5]1[s:6][c:7]([S:10][c:11]2[cH:12][cH:13][c:14]([NH:17][S:19]([CH3:18])(=[O:21])=[O:22])[cH:15][cH:16]2)[cH:8][n:9]1.